The task is: describe an organic reaction: reactants, conditions, products, and yield. This data is from the Open Reaction Database (ORD), a public repository of structured organic reaction records. Starting materials: O (water), CCCCC(=O)O (N-Valeric acid), C(C1=CC=CC=C1)Cl (benzyl chloride), C(C)(C)[N-]C(C)C.[Li+] (lithium diisopropylamide). Run in O1CCCC1 (tetrahydrofuran). Reaction conditions: temperature 40 celsius, time 1.5 hour. Yields the product C(C1=CC=CC=C1)C(C(=O)O)CCC (2-benzylpentanoic acid). Isolated yield 87.0%. RXN SMILES: [CH3:1][CH2:2][CH2:3][CH2:4][C:5]([OH:7])=[O:6].C([N-]C(C)C)(C)C.[Li+].[CH2:16](Cl)[C:17]1[CH:22]=[CH:21][CH:20]=[CH:19][CH:18]=1.O>O1CCCC1>[CH2:16]([CH:4]([CH2:3][CH2:2][CH3:1])[C:5]([OH:7])=[O:6])[C:17]1[CH:22]=[CH:21][CH:20]=[CH:19][CH:18]=1 |f:1.2|. Procedure: N-Valeric acid (1 g) was dissolved in 75 ml of tetrahydrofuran and treated with 2 equivalents of lithium diisopropylamide at room temperature. The solution was then heated to 40° C. for 30 minutes followed by the addition of 1.1 ml of benzyl chloride. After 1.5 hours at 40° C., the reaction mixture was cooled to room temperature, poured into 300 ml of water and extracted with diethyl ether (2×200 ml). The aqueous solution was then acidified with 1M hydrochloric acid and extracted with diethyl et... Starting materials: CC1=CC=C(C=C1)[Sn](C)(C)C (4-methylphenyltrimethylstannane), BrC1=C(C=CC=C1)C(C)=O (2'-bromoacetophenone), C15H14O. Product: CC1=CC=C(C=C1)C1=C(C=CC=C1)C(C)=O (4'-Methyl-2-acetyl-1,1'-biphenyl). Reaction SMILES: [CH3:1][C:2]1[CH:7]=[CH:6][C:5]([Sn](C)(C)C)=[CH:4][CH:3]=1.Br[C:13]1[CH:18]=[CH:17][CH:16]=[CH:15][C:14]=1[C:19](=[O:21])[CH3:20]>>[CH3:1][C:2]1[CH:7]=[CH:6][C:5]([C:13]2[CH:18]=[CH:17][CH:16]=[CH:15][C:14]=2[C:19](=[O:21])[CH3:20])=[CH:4][CH:3]=1. Reported procedure: Prepared from 4-methylphenyltrimethylstannane (Example 69, Step A) and 2'-bromoacetophenone by the procedure described in Example 69, Step B. 1H NMR (200 MHz,CDCl3): 1.98 (s,3H), 2.37 (s,3H), 7.20 (s,4H), 7.3-7.5 (m,4H). FAB-MS: calculated for C15H14O 210; found 211 (M+H,100%). Reactants: C(CCCCCCCCCC)C=1C=NC(=NC1)C1=CC=C(C(=O)O)C=C1 (4-(5-n-Undecylpyrimidine-2-yl)benzoic acid), S(=O)(Cl)Cl (thionyl chloride). Yields the product C(CCCCCCCCCC)C=1C=NC(=NC1)C1=CC=C(C(=O)Cl)C=C1 (4-(5-n-undecylpyrimidine-2-yl)benzoic acid chloride). Reaction SMILES: [CH2:1]([C:12]1[CH:13]=[N:14][C:15]([C:18]2[CH:26]=[CH:25][C:21]([C:22](O)=[O:23])=[CH:20][CH:19]=2)=[N:16][CH:17]=1)[CH2:2][CH2:3][CH2:4][CH2:5][CH2:6][CH2:7][CH2:8][CH2:9][CH2:10][CH3:11].S(Cl)([Cl:29])=O>>[CH2:1]([C:12]1[CH:13]=[N:14][C:15]([C:18]2[CH:26]=[CH:25][C:21]([C:22]([Cl:29])=[O:23])=[CH:20][CH:19]=2)=[N:16][CH:17]=1)[CH2:2][CH2:3][CH2:4][CH2:5][CH2:6][CH2:7][CH2:8][CH2:9][CH2:10][CH3:11]. Procedure: 4-(5-n-Undecylpyrimidine-2-yl)benzoic acid (1.70 g) was heated together with excess thionyl chloride for 8 hours under reflux and thereafter, unaltered thionyl chloride was distilled off to obtain 4-(5-n-undecylpyrimidine-2-yl)benzoic acid chloride. The reactants are C1(CC(C(CC1)C(C)C)C(=O)Cl)C (p-menth-3-oyl chloride), Cl.C(CC)OC(CN)=O (glycine propyl ester hydrochloride), C([O-])(O)=O.[Na+] (sodium bicarbonate). Yields the product C(CC)OC(CNC(=O)C1CC(CCC1C(C)C)C)=O (N-p-Menth-3-oylglycine n-propyl ester). Reaction SMILES: [CH:1]1([CH3:13])[CH2:6][CH2:5][CH:4]([CH:7]([CH3:9])[CH3:8])[CH:3]([C:10](Cl)=[O:11])[CH2:2]1.Cl.[CH2:15]([O:18][C:19](=[O:22])[CH2:20][NH2:21])[CH2:16][CH3:17].C(=O)(O)[O-].[Na+]>>[CH2:15]([O:18][C:19](=[O:22])[CH2:20][NH:21][C:10]([CH:3]1[CH:4]([CH:7]([CH3:9])[CH3:8])[CH2:5][CH2:6][CH:1]([CH3:13])[CH2:2]1)=[O:11])[CH2:16][CH3:17] |f:1.2,3.4|. Procedure details: Following the procedure of Example 2 p-menth-3-oyl chloride (2.0 g., 0.01 moles), was reacted with glycine propyl ester hydrochloride (1.5 g., 0.01 moles) and sodium bicarbonate (1.6 g., 0.02 moles). The crude product was distilled b.p. 170°/0.1 mm. (After distillation the product rapidly solidifies). (Found, C: 68.2; H: 1016; N: 5.0. C16H29NO3 requires, C: 67.8; H: 10.6; N: 4.9.) Yields the product COc1ccc(N(C)C(=O)OC(C)(C)C)c([N+](=O)[O-])c1. Reactants: COc1ccc(NC(=O)OC(C)(C)C)c([N+](=O)[O-])c1, CN(C)C=O, CI, [H-], [Na+]. RXN SMILES: [C:5]([CH3:6])([CH3:7])([CH3:8])[O:9][C:10](=[O:11])[NH:12][c:13]1[c:14]([N+:21](=[O:22])[O-:23])[cH:15][c:16]([O:19][CH3:20])[cH:17][cH:18]1.[CH3:24][N:25]([CH3:26])[CH:27]=[O:28].[CH3:3][I:4].[H-:1].[Na+:2]>>[CH3:3][N:12]([C:10]([O:9][C:5]([CH3:6])([CH3:7])[CH3:8])=[O:11])[c:13]1[c:14]([N+:21](=[O:22])[O-:23])[cH:15][c:16]([O:19][CH3:20])[cH:17][cH:18]1.